This data is from the Open Reaction Database (ORD), a public repository of structured organic reaction records. The task is: describe an organic reaction: reactants, conditions, products, and yield The reactants are CC1=C(N)C(=CC(=C1)C)C (2,4,6-trimethylaniline), C[Si](C)(C)[N-][Si](C)(C)C.[Na+] (NaHMDS), ClC1=NC(=NC=C1S(=O)(=O)C1=CC=C(C=C1)OC)C (4-chloro-5-(4-methoxy-benzenesulfonyl)-2-methyl-pyrimidine). Solvent: C1CCOC1 (THF), C1CCOC1 (THF). Reaction conditions: temperature 0 celsius, time 10 minute. The product is COC1=CC=C(C=C1)S(=O)(=O)C=1C(=NC(=NC1)C)NC1=C(C=C(C=C1C)C)C ([5-(4-Methoxy-benzenesulfonyl)-2-methyl-pyrimidin-4-yl]-(2,4,6-trimethylphenyl)-amine). Isolated yield 45.1%. RXN SMILES: [CH3:1][C:2]1[CH:8]=[C:7]([CH3:9])[CH:6]=[C:5]([CH3:10])[C:3]=1[NH2:4].C[Si]([N-][Si](C)(C)C)(C)C.[Na+].Cl[C:22]1[C:27]([S:28]([C:31]2[CH:36]=[CH:35][C:34]([O:37][CH3:38])=[CH:33][CH:32]=2)(=[O:30])=[O:29])=[CH:26][N:25]=[C:24]([CH3:39])[N:23]=1>C1COCC1>[CH3:38][O:37][C:34]1[CH:33]=[CH:32][C:31]([S:28]([C:27]2[C:26]([NH:4][C:3]3[C:5]([CH3:10])=[CH:6][C:7]([CH3:9])=[CH:8][C:2]=3[CH3:1])=[N:25][C:24]([CH3:39])=[N:23][CH:22]=2)(=[O:29])=[O:30])=[CH:36][CH:35]=1 |f:1.2|. Procedure details: To a solution of 2,4,6-trimethylaniline (0.089 mL, 0.64 mmol) in THF (2 mL), NaHMDS (1.0 M in THF, 0.64 mL, 0.64 mmol) was added dropwise at 0° C. The mixture was stirred under N2 at 0° C. for 10 min, and then 4-chloro-5-(4-methoxy-benzenesulfonyl)-2-methyl-pyrimidine (158 mg, 0.53 mmol) in THF (3 mL) was added dropwise at 0° C. The reaction mixture was stirred at room temperature for 1 h, and then quenched with saturated ammonium chloride. The organic layer was separated and the aqueous layer w... The reactants are ClCCl, C[Si](C)(C)C=[N+]=[N-], CO, O=C(O)Cc1cccc(F)c1. Product: COC(=O)Cc1cccc(F)c1. Reaction SMILES: [CH2:21]([Cl:22])[Cl:23].[CH3:12][Si:13]([CH:14]=[N+:15]=[N-:16])([CH3:17])[CH3:18].[CH3:19][OH:20].[F:1][c:2]1[cH:3][c:4]([CH2:8][C:9](=[O:10])[OH:11])[cH:5][cH:6][cH:7]1>>[F:1][c:2]1[cH:3][c:4]([CH2:8][C:9](=[O:10])[O:11][CH3:12])[cH:5][cH:6][cH:7]1. Starting materials: CC1(C)CC=C(c2cc(Br)ccc2NC(=O)c2nc(C#N)c[nH]2)CC1, [Li]C(C)(C)C, C1CCOC1, O=C1CCOCC1. Product: CC1(C)CC=C(c2cc(C3(O)CCOCC3)ccc2NC(=O)c2ncc(C#N)[nH]2)CC1. RXN SMILES: [Br:1][c:2]1[cH:3][c:4]([C:18]2=[CH:19][CH2:20][C:21]([CH3:24])([CH3:25])[CH2:22][CH2:23]2)[c:5]([NH:8][C:9](=[O:10])[c:11]2[nH:12][cH:13][c:14]([C:16]#[N:17])[n:15]2)[cH:6][cH:7]1.[C:26]([Li:27])([CH3:28])([CH3:29])[CH3:30].[CH2:38]1[O:39][CH2:40][CH2:41][CH2:42]1.[O:31]1[CH2:32][CH2:33][C:34](=[O:37])[CH2:35][CH2:36]1>>[c:2]1([C:34]2([OH:37])[CH2:33][CH2:32][O:31][CH2:36][CH2:35]2)[cH:3][c:4]([C:18]2=[CH:19][CH2:20][C:21]([CH3:24])([CH3:25])[CH2:22][CH2:23]2)[c:5]([NH:8][C:9](=[O:10])[c:11]2[n:12][cH:13][c:14]([C:16]#[N:17])[nH:15]2)[cH:6][cH:7]1. Reactants: CC(=O)O, C1CCOC1, COC(=O)CCc1ccc(OC(C)c2oc(-c3ccc(B4OC(C)(C)C(C)(C)O4)cc3)nc2C(C)C)cc1C, [Na+], [Na+], O=S([O-])([O-])=S, O, OO. The product is COC(=O)CCc1ccc(OC(C)c2oc(-c3ccc(O)cc3)nc2C(C)C)cc1C. RXN SMILES: [C:40]([OH:41])(=[O:42])[CH3:43].[CH2:53]1[O:54][CH2:55][CH2:56][CH2:57]1.[CH3:1][O:2][C:3]([CH2:4][CH2:5][c:6]1[c:7]([CH3:38])[cH:8][c:9]([O:12][CH:13]([CH3:14])[c:15]2[c:16]([CH:35]([CH3:36])[CH3:37])[n:17][c:18](-[c:20]3[cH:21][cH:22][c:23]([B:26]4[O:27][C:28]([CH3:29])([CH3:30])[C:31]([CH3:32])([CH3:33])[O:34]4)[cH:24][cH:25]3)[o:19]2)[cH:10][cH:11]1)=[O:39].[Na+:46].[Na+:47].[O-:48][S:49]([O-:50])(=[S:51])=[O:52].[OH2:58].[OH:44][OH:45]>>[CH3:1][O:2][C:3]([CH2:4][CH2:5][c:6]1[c:7]([CH3:38])[cH:8][c:9]([O:12][CH:13]([CH3:14])[c:15]2[c:16]([CH:35]([CH3:36])[CH3:37])[n:17][c:18](-[c:20]3[cH:21][cH:22][c:23]([OH:42])[cH:24][cH:25]3)[o:19]2)[cH:10][cH:11]1)=[O:39]. The reactants are C(CC(O)(C(=O)O)CC(=O)O)(=O)O (citric acid), COC1=C(C(=CC=C1)OC)C1=CC(=NN1C1=C(C=C(C=C1)C(N(CCCN(C)C)C)=O)C(C)C)C(=O)NC1(C2CC3CC(CC1C3)C2)C(=O)O (2-[5-(2,6-dimethoxyphenyl)-1-[4-[N-methyl-N-(3-dimethylaminopropyl)carbamoyl]-2-isopropylphenyl]-3-pyrazolylcarbonylamino]-2-adamantanecarboxylic acid). The solvent is CCO (EtOH), C(Cl)Cl (DCM). Run at time 2 hour. Product: C(CC(O)(C(=O)O)CC(=O)O)(=O)O.COC1=C(C(=CC=C1)OC)C1=CC(=NN1C1=C(C=C(C=C1)C(N(CCCN(C)C)C)=O)C(C)C)C(=O)NC1(C2CC3CC(CC1C3)C2)C(=O)O (2-[5-(2,6-Dimethoxyphenyl)-1-[4-[N-methyl-N-(3-dimethylaminopropyl)carbamoyl]-2-isopropylphenyl]-3-pyrazolylcarbonylamino]-2-adamantanecarboxylic acid citrate). The yield is 67.7%. Reaction SMILES: [C:1]([OH:13])(=[O:12])[CH2:2][C:3]([CH2:8][C:9]([OH:11])=[O:10])([C:5]([OH:7])=[O:6])[OH:4].[CH3:14][O:15][C:16]1[CH:21]=[CH:20][CH:19]=[C:18]([O:22][CH3:23])[C:17]=1[C:24]1[N:28]([C:29]2[CH:34]=[CH:33][C:32]([C:35](=[O:44])[N:36]([CH3:43])[CH2:37][CH2:38][CH2:39][N:40]([CH3:42])[CH3:41])=[CH:31][C:30]=2[CH:45]([CH3:47])[CH3:46])[N:27]=[C:26]([C:48]([NH:50][C:51]2([C:61]([OH:63])=[O:62])[CH:58]3[CH2:59][CH:54]4[CH2:55][CH:56]([CH2:60][CH:52]2[CH2:53]4)[CH2:57]3)=[O:49])[CH:25]=1>CCO.C(Cl)Cl>[C:1]([OH:13])(=[O:12])[CH2:2][C:3]([CH2:8][C:9]([OH:11])=[O:10])([C:5]([OH:7])=[O:6])[OH:4].[CH3:23][O:22][C:18]1[CH:19]=[CH:20][CH:21]=[C:16]([O:15][CH3:14])[C:17]=1[C:24]1[N:28]([C:29]2[CH:34]=[CH:33][C:32]([C:35](=[O:44])[N:36]([CH3:43])[CH2:37][CH2:38][CH2:39][N:40]([CH3:41])[CH3:42])=[CH:31][C:30]=2[CH:45]([CH3:47])[CH3:46])[N:27]=[C:26]([C:48]([NH:50][C:51]2([C:61]([OH:63])=[O:62])[CH:52]3[CH2:53][CH:54]4[CH2:55][CH:56]([CH2:57][CH:58]2[CH2:59]4)[CH2:60]3)=[O:49])[CH:25]=1 |f:4.5|. Procedure details: 0.084 g of citric acid is added at RT to a solution of 0.3 g of the compound obtained in EXAMPLE 1' in 5 ml of EtOH and 3 ml of DCM, and the mixture is left stirring for 2 hours at RT. It is concentrated under vacuum and the residue is recrystallized in 2-propanol. 0.26 g of the expected product is obtained, m.p.=168° C. Starting materials: ClC1=CC=C(C=C1)S(=O)(=O)NC1CC2=CC=C(C=C2C1)C(C(=O)OC)C (methyl 2-(2-p-chlorobenzenesulphonamido-indan-5-yl)-propionate), [OH-].[Na+] (sodium hydroxide). Yields the product ClC1=CC=C(C=C1)S(=O)(=O)NC1CC2=CC=C(C=C2C1)C(C(=O)O)C (2-(2-p-Chlorobenzenesulphonamido-indan-5-yl)-propionic acid). Reaction SMILES: [Cl:1][C:2]1[CH:7]=[CH:6][C:5]([S:8]([NH:11][CH:12]2[CH2:20][C:19]3[C:14](=[CH:15][CH:16]=[C:17]([CH:21]([CH3:26])[C:22]([O:24]C)=[O:23])[CH:18]=3)[CH2:13]2)(=[O:10])=[O:9])=[CH:4][CH:3]=1.[OH-].[Na+]>>[Cl:1][C:2]1[CH:3]=[CH:4][C:5]([S:8]([NH:11][CH:12]2[CH2:20][C:19]3[C:14](=[CH:15][CH:16]=[C:17]([CH:21]([CH3:26])[C:22]([OH:24])=[O:23])[CH:18]=3)[CH2:13]2)(=[O:10])=[O:9])=[CH:6][CH:7]=1 |f:1.2|. Procedure details: Prepared analogously to Example 6 from methyl 2-(2-p-chlorobenzenesulphonamido-indan-5-yl)-propionate by hydrolysis with sodium hydroxide. Starting materials: CC1(OC2=C(C1)C(=CC=C2C)C)C (2,3-dihydro-2,2,4,7-tetramethylbenzofuran), titanium chloride(IV), COC(Cl)Cl (α,α-dichloromethyl methyl ether). The solvent is ClCCl (dichloromethane). Conditions: time 45 minute. The product is CC1(OC2=C(C1)C(=C(C=C2C)C=O)C)C (2,3-dihydro -2,2,4,7-tetramethyl-benzofuran-5-carboxaldehyde). Reaction SMILES: [CH3:1][C:2]1([CH3:13])[CH2:6][C:5]2[C:7]([CH3:12])=[CH:8][CH:9]=[C:10]([CH3:11])[C:4]=2[O:3]1.[CH3:14][O:15]C(Cl)Cl>ClCCl>[CH3:1][C:2]1([CH3:13])[CH2:6][C:5]2[C:7]([CH3:12])=[C:8]([CH:14]=[O:15])[CH:9]=[C:10]([CH3:11])[C:4]=2[O:3]1. Procedure details: To a solution of 110 g of the 2,3-dihydro-2,2,4,7-tetramethylbenzofuran in 500 ml of absolute dichloromethane was added 68.5 ml of titanium chloride(IV) and 56.5 ml of α,α-dichloromethyl methyl ether at 0° C. With stirring at room temperature for 45 minutes and refluxing for 15 minutes, the reaction mixture was quenched with 1 l of water and the aqueous layer was extracted with dichloromethane. The combined organic extracts were dried over anhydrous magnesium sulfate, filtered and concentrated u... Starting materials: CCC(C)=O, [I-], CCOC(=O)C(=NOCCBr)c1csc(N)n1, [Na+]. The product is CCOC(=O)C(=NOCCI)c1csc(N)n1. Reaction SMILES: [CH2:20]([C:21]([CH3:22])=[O:23])[CH3:24].[I-:19].[NH2:1][c:2]1[s:3][cH:4][c:5]([C:7]([C:8](=[O:9])[O:10][CH2:11][CH3:12])=[N:13][O:14][CH2:15][CH2:16][Br:17])[n:6]1.[Na+:18]>>[NH2:1][c:2]1[s:3][cH:4][c:5]([C:7]([C:8](=[O:9])[O:10][CH2:11][CH3:12])=[N:13][O:14][CH2:15][CH2:16][I:19])[n:6]1.